From a dataset of the Open Reaction Database (ORD), a public repository of structured organic reaction records. describe an organic reaction: reactants, conditions, products, and yield The reactants are COC(=O)C1CCN(CC1)C1=NC=C(C=C1[N+](=O)[O-])Cl (5′-chloro-3′-nitro-3,4,5,6-tetrahydro-2H-[1,2′]bipyridinyl-4-carboxylic acid methyl ester), C(C)(=O)OCC (ethyl acetate). The reagents and catalysts are [Pt]=S (platinum sulfide). The solvent is CO (methanol). Reaction conditions: time 8 hour. Yields the product COC(=O)C1CCN(CC1)C1=NC=C(C=C1N)Cl (3′-amino-5′-chloro-3,4,5,6-tetrahydro-2H-[1,2′]bipyridinyl-4-carboxylic acid methyl ester). The yield is 98.1%. Reaction SMILES: [CH3:1][O:2][C:3]([CH:5]1[CH2:10][CH2:9][N:8]([C:11]2[C:16]([N+:17]([O-])=O)=[CH:15][C:14]([Cl:20])=[CH:13][N:12]=2)[CH2:7][CH2:6]1)=[O:4].C(OCC)(=O)C>[Pt]=S.CO>[CH3:1][O:2][C:3]([CH:5]1[CH2:10][CH2:9][N:8]([C:11]2[C:16]([NH2:17])=[CH:15][C:14]([Cl:20])=[CH:13][N:12]=2)[CH2:7][CH2:6]1)=[O:4]. Procedure: In a round bottom flask is placed 0.20 g (0.039 mmol) of 5% platinum sulfide on carbon. The vessel is evacuated and refilled with argon three times. To the flask is added a solution of 0.50 g (1.7 mmol) of 5′-chloro-3′-nitro-3,4,5,6-tetrahydro-2H-[1,2′]bipyridinyl-4-carboxylic acid methyl ester in a 1:1 mixture of ethyl acetate:methanol (30 mL). The mixture is placed under an atmosphere of hydrogen and stirred at room temperature overnight. The mixture is filtered through a pad of diatomaceous e... The reactants are C(CCC)[SiH](CCCC)CCCC (tri-n-butylsilane), Cl[SiH](Cl)Cl (trichlorosilane), C(CCC)[Mg]Cl (n-butylmagnesium chloride), SiH, [H][H] (hydrogen), CO (methanol). Reagents/catalysts: [Pd] (palladium on activated carbon). Run in O (water). Product: C(CCC)[Si](OC)(CCCC)CCCC (tri-n-butylmethoxysilane). As a reaction SMILES: [CH2:1]([SiH:5]([CH2:10][CH2:11][CH2:12][CH3:13])[CH2:6][CH2:7][CH2:8][CH3:9])[CH2:2][CH2:3][CH3:4].Cl[SiH](Cl)Cl.C([Mg]Cl)CCC.[H][H].[CH3:26][OH:27]>[Pd].O>[CH2:10]([Si:5]([CH2:1][CH2:2][CH2:3][CH3:4])([CH2:6][CH2:7][CH2:8][CH3:9])[O:27][CH3:26])[CH2:11][CH2:12][CH3:13]. Reported procedure: In a 500 ml four-neck flask provided with reflux condenser, precision glass stirrer and thermometer, 1.2 g of 5% palladium on activated carbon, water-free (commercially available from Sigma-Aldrich Corp., USA) were suspended in 23.7 g of methanol. 124 g of tri-n-butylsilane (prepared from trichlorosilane and n-butylmagnesium chloride by a method customary in organic chemistry) were subsequently introduced at room temperature over a period of one hour while stirring. After addition of the first d... Reactants: COC(=O)C1=CC(=NC=C1)C1=CC=NC=C1 ([2,4′]bipyridinyl-4-carboxylic acid methyl ester), N1=CC=C(C=C1)B(O)O (pyridine-4-boronic acid), BrC=1C=C(C(=O)O)C=CN1 (2-bromo-isonicotinic acid), C(=O)([O-])[O-].[K+].[K+] (K2CO3). Run at temperature 80 celsius, time 24 hour. Run in CC#N (CH3CN), O (H2O). Procedure: The title compound was prepared from [2,4′]bipyridinyl-4-carboxylic acid methyl ester [prepared by the following procedure: A mixture of pyridine-4-boronic acid (0.7 g, 5.7 mmol), 2-bromo-isonicotinic acid (1.15 g, 5.7 mmol) and K2CO3 (0.63 g, 4.6 mmol) in CH3CN (120 ml)/H2O (10 ml) was degassed and Pd(PPh3)4 (0.13 g, 0.11 mmol) was added. The mixture was stirred for 24 h at 80° C. in an atmosphere of nitrogen and then concentrated in vacuum to a volume of about 10 ml. The pH was set to 6 by add... As a reaction SMILES: CO[C:3]([C:5]1[CH:10]=[CH:9][N:8]=[C:7]([C:11]2[CH:16]=[CH:15][N:14]=[CH:13][CH:12]=2)[CH:6]=1)=[O:4].N1[CH:22]=[CH:21][C:20](B(O)O)=CC=1.BrC1C=[C:29](C=CN=1)[C:30]([OH:32])=[O:31].[C:36]([O-])([O-])=O.[K+].[K+]>CC#N.C1C=CC([P]([Pd]([P](C2C=CC=CC=2)(C2C=CC=CC=2)C2C=CC=CC=2)([P](C2C=CC=CC=2)(C2C=CC=CC=2)C2C=CC=CC=2)[P](C2C=CC=CC=2)(C2C=CC=CC=2)C2C=CC=CC=2)(C2C=CC=CC=2)C2C=CC=CC=2)=CC=1.O>[C:21]([O:32][C:30](=[O:31])[CH2:29][C:3]([C:5]1[CH:10]=[CH:9][N:8]=[C:7]([C:11]2[CH:12]=[CH:13][N:14]=[CH:15][CH:16]=2)[CH:6]=1)=[O:4])([CH3:20])([CH3:22])[CH3:36] |f:3.4.5,^1:48,50,69,88|. Reagents/catalysts: C=1C=CC(=CC1)[P](C=2C=CC=CC2)(C=3C=CC=CC3)[Pd]([P](C=4C=CC=CC4)(C=5C=CC=CC5)C=6C=CC=CC6)([P](C=7C=CC=CC7)(C=8C=CC=CC8)C=9C=CC=CC9)[P](C=1C=CC=CC1)(C=1C=CC=CC1)C=1C=CC=CC1 (Pd(PPh3)4). Yields the product C(C)(C)(C)OC(CC(=O)C1=CC(=NC=C1)C1=CC=NC=C1)=O (3-[2,4′]Bipyridinyl-4-yl-3-oxo-propionic acid tert-butyl ester), methyl ester. The reactants are C([O-])([O-])=O.[K+].[K+] (potassium carbonate), dichlorobis(p-dimethylaminophenylditbutylphosphine)palladium (ii), C[C@H]1NC(C2=C1NC(=C2)B2OC(C(O2)(C)C)(C)C)=O ((R)-6-methyl-2-(4,4,5,5-tetramethyl-1,3,2-dioxaborolan-2-yl)-5,6-dihydropyrrolo[3,4-b]pyrrol-4(1H)-one), BrC=1C=CC=C2C(=NC(=NC12)NC(C)(C)C)N (8-bromo-N2-(tert-butyl)quinazoline-2,4-diamine). Run in O1CCOCC1 (dioxane), O (water). Reaction conditions: temperature 80 celsius. Product: NC1=NC(=NC2=C(C=CC=C12)C1=CC2=C(N1)[C@H](NC2=O)C)NC(C)(C)C ((R)-2-(4-amino-2-(tert-butylamino)quinazolin-8-yl)-6-methyl-5,6-dihydropyrrolo[3,4-b]pyrrol-4(1H)-one). The yield is 49.6%. As a reaction SMILES: C(=O)([O-])[O-].[K+].[K+].[CH3:7][C@@H:8]1[C:12]2[NH:13][C:14](B3OC(C)(C)C(C)(C)O3)=[CH:15][C:11]=2[C:10](=[O:25])[NH:9]1.Br[C:27]1[CH:28]=[CH:29][CH:30]=[C:31]2[C:36]=1[N:35]=[C:34]([NH:37][C:38]([CH3:41])([CH3:40])[CH3:39])[N:33]=[C:32]2[NH2:42]>O1CCOCC1.O>[NH2:42][C:32]1[C:31]2[C:36](=[C:27]([C:14]3[NH:13][C:12]4[C@@H:8]([CH3:7])[NH:9][C:10](=[O:25])[C:11]=4[CH:15]=3)[CH:28]=[CH:29][CH:30]=2)[N:35]=[C:34]([NH:37][C:38]([CH3:41])([CH3:40])[CH3:39])[N:33]=1 |f:0.1.2|. Reported procedure: Argon was bubbled into a slurry of potassium carbonate (Mallinkrodt; 0.140 g, 1.016 mmol), dichlorobis(p-dimethylaminophenylditbutylphosphine)palladium (ii) (Aldrich; 0.018 g, 0.025 mmol), (R)-6-methyl-2-(4,4,5,5-tetramethyl-1,3,2-dioxaborolan-2-yl)-5,6-dihydropyrrolo[3,4-b]pyrrol-4(1H)-one (705; 0.133 g, 0.51 mmol), 8-bromo-N2-(tert-butyl)quinazoline-2,4-diamine (484b; 0.075 g, 0.254 mmol) in 2 mL dioxane and 0.4 mL water for 1 min. The reaction was sealed and heated to 80° C. for 30 min. The r... The reactants are [N+](=O)([O-])C1=CC=C(C(N)=NO)C=C1 (p-nitrobenzamidoxime), C(C1=CC=CC=C1)(=O)Cl (benzoyl chloride), B(F)(F)F.CCOCC (BF3 Et2O). Run in O1CCOCC1 (dioxane). Product: C1(=CC=CC=C1)C1=NC(=NO1)C1=CC=C(C=C1)[N+](=O)[O-] (5-Phenyl-3-(4-nitrophenyl)-1,2,4-oxadiazole). As a reaction SMILES: [N+:1]([C:4]1[CH:13]=[CH:12][C:7]([C:8](=[N:10][OH:11])[NH2:9])=[CH:6][CH:5]=1)([O-:3])=[O:2].[C:14](Cl)(=O)[C:15]1[CH:20]=[CH:19][CH:18]=[CH:17][CH:16]=1.B(F)(F)F.CCOCC>O1CCOCC1>[C:15]1([C:14]2[O:11][N:10]=[C:8]([C:7]3[CH:12]=[CH:13][C:4]([N+:1]([O-:3])=[O:2])=[CH:5][CH:6]=3)[N:9]=2)[CH:20]=[CH:19][CH:18]=[CH:17][CH:16]=1 |f:2.3|. Reported procedure: A solution of 10.8 g. (0.06 mole) of p-nitrobenzamidoxime and 8.5 g. (0.06 mole) of benzoyl chloride in 250 ml. of dioxane is heated on a steam bath for one hour, followed by the addition of 2 ml. of BF3 -Et2O. After refluxing the solution overnight, the reaction mixture is cooled and the material which precipitates is collected by filtration to yield 8.1 g. (50%) of 5-phenyl-3-(4-nitrophenyl)-1,2,4-oxadizole. Starting materials: NNC(=S)NN (thiocarbohydrazide), C(CCCCCCCCCCCCCC)C=1C=C(OC(C(=O)O)CC)C=CC1 (2-(3-pentadecylphenoxy)butanoic acid), [N+](=O)([O-])C=1C=C(C=CC1)B(O)O (3-nitrobenzene boronic acid). Solvent: C1(=CC=CC=C1)C (toluene). Conditions: time 15 minute. Yields the product NN1C(=NN=C1S)C(CC)OC1=CC(=CC=C1)CCCCCCCCCCCCCCC (4-Amino-5-mercapto-3-[1-(3-pentadecylphenoxy)propyl][1,2,4]triazole). The yield is 62.5%. RXN SMILES: [NH2:1][NH:2][C:3]([NH:5][NH2:6])=[S:4].[CH2:7]([C:22]1[CH:23]=[C:24]([CH:32]=[CH:33][CH:34]=1)[O:25][CH:26]([CH2:30][CH3:31])[C:27](O)=O)[CH2:8][CH2:9][CH2:10][CH2:11][CH2:12][CH2:13][CH2:14][CH2:15][CH2:16][CH2:17][CH2:18][CH2:19][CH2:20][CH3:21].[N+](C1C=C(B(O)O)C=CC=1)([O-])=O>C1(C)C=CC=CC=1>[NH2:6][N:5]1[C:3]([SH:4])=[N:2][N:1]=[C:27]1[CH:26]([O:25][C:24]1[CH:32]=[CH:33][CH:34]=[C:22]([CH2:7][CH2:8][CH2:9][CH2:10][CH2:11][CH2:12][CH2:13][CH2:14][CH2:15][CH2:16][CH2:17][CH2:18][CH2:19][CH2:20][CH3:21])[CH:23]=1)[CH2:30][CH3:31]. Procedure details: To a mixture of 2.65 g (25 mmol) of thiocarbohydrazide and 9.77 g (25 mmol) of 2-(3-pentadecylphenoxy)butanoic acid in 30 mL of toluene was added 0.42 g (2.5 mmol) of 3-nitrobenzene boronic acid was heated at reflux for 24 hr. The reaction was cooled and the reaction was allowed to settle. The supernatant liquid was decanted. To the residual solid was added 20 mL of acetonitrile. The mixture was stirred for 15 minutes. The solid was collected, rinsed with 5 mL of cold acetonitrile and dried in v... Starting materials: CCCC[SnH](CCCC)CCCC, ClCc1ccc(OCc2ccccc2)cc1, [Li]CCCC, CC(C)NC(C)C, C1CCOC1. Product: CCCC[Sn](CCCC)(CCCC)Cc1ccc(OCc2ccccc2)cc1. Reaction SMILES: [CH2:13]([CH2:14][CH2:15][CH3:16])[SnH:17]([CH2:18][CH2:19][CH2:20][CH3:21])[CH2:22][CH2:23][CH2:24][CH3:25].[CH2:26]([c:27]1[cH:28][cH:29][cH:30][cH:31][cH:32]1)[O:33][c:34]1[cH:35][cH:36][c:37]([CH2:38][Cl:39])[cH:40][cH:41]1.[CH2:8]([Li:9])[CH2:10][CH2:11][CH3:12].[CH:1]([NH:2][CH:3]([CH3:4])[CH3:5])([CH3:6])[CH3:7].[O:42]1[CH2:43][CH2:44][CH2:45][CH2:46]1>>[CH2:13]([CH2:14][CH2:15][CH3:16])[Sn:17]([CH2:18][CH2:19][CH2:20][CH3:21])([CH2:22][CH2:23][CH2:24][CH3:25])[CH2:38][c:37]1[cH:36][cH:35][c:34]([O:33][CH2:26][c:27]2[cH:28][cH:29][cH:30][cH:31][cH:32]2)[cH:41][cH:40]1. The reactants are NC(CCCC(=O)OC)C1=CC=CC=2OCCOC21 (methyl 5-amino-5-(2,3-dihydrobenzo[b][1,4]dioxin-5-yl)pentanoate), CC=1SC=C(N1)C=1C=C(C=O)C=CC1 (3-(2-methylthiazol-4-yl)benzaldehyde). The product is O1C2=C(OCC1)C(=CC=C2)C2CCCC(N2CC2=CC(=CC=C2)C=2N=C(SC2)C)=O (6-(2,3-dihydrobenzo[b][1,4]dioxin-5-yl)-1-(3-(2-methylthiazol-4-yl)benzyl)piperidin-2-one). Reaction SMILES: [NH2:1][CH:2]([C:10]1[C:19]2[O:18][CH2:17][CH2:16][O:15][C:14]=2[CH:13]=[CH:12][CH:11]=1)[CH2:3][CH2:4][CH2:5][C:6]([O:8]C)=O.[CH3:20][C:21]1[S:22][CH:23]=[C:24]([C:26]2[CH:27]=[C:28]([CH:31]=[CH:32][CH:33]=2)[CH:29]=O)[N:25]=1>>[O:15]1[CH2:16][CH2:17][O:18][C:19]2[C:10]([CH:2]3[N:1]([CH2:29][C:28]4[CH:31]=[CH:32][CH:33]=[C:26]([C:24]5[N:25]=[C:21]([CH3:20])[S:22][CH:23]=5)[CH:27]=4)[C:6](=[O:8])[CH2:5][CH2:4][CH2:3]3)=[CH:11][CH:12]=[CH:13][C:14]1=2. Procedure: Prepared according to the described general procedure 1 (GP1) by reaction of methyl 5-amino-5-(2,3-dihydrobenzo[b][1,4]dioxin-5-yl)pentanoate with commercially available 3-(2-methylthiazol-4-yl)benzaldehyde. Subsequent purification by preparative HPLC afforded the target compound. LC-MS (conditions A): tR=0.81 min.; [M+H]+: 420.98 g/mol.